Dataset: the Open Reaction Database (ORD), a public repository of structured organic reaction records. Task: describe an organic reaction: reactants, conditions, products, and yield Reactants: Cl (hydrochloric acid), OC=1C2=C(C(=NC1C(=O)OCC)I)C(=NO2)C2=CC=C(C=C2)OC (Ethyl 7-hydroxy-4-iodo-3-(4-methoxyphenyl)isoxazolo[4,5-c]pyridine-6-carboxylate), C(#N)[Cu] (CuCN), [OH-].[NH4+] (ammonium hydroxide). The solvent is CN1C(CCC1)=O (N-methyl-2-pyrrolidone), CCOC(=O)C (EtOAc). Reaction conditions: temperature 110 celsius. Yields the product C(#N)C1=NC(=C(C2=C1C(=NO2)C2=CC=C(C=C2)OC)O)C(=O)OCC (Ethyl 4-cyano-7-hydroxy-3-(4-methoxyphenyl)isoxazolo[4,5-c]pyridine-6-carboxylate). Yield: 58.9%. Reaction SMILES: [OH:1][C:2]1[C:3]2[O:16][N:15]=[C:14]([C:17]3[CH:22]=[CH:21][C:20]([O:23][CH3:24])=[CH:19][CH:18]=3)[C:4]=2[C:5](I)=[N:6][C:7]=1[C:8]([O:10][CH2:11][CH3:12])=[O:9].[C:25]([Cu])#[N:26].[OH-].[NH4+].Cl>CCOC(C)=O.CN1CCCC1=O>[C:25]([C:5]1[C:4]2[C:14]([C:17]3[CH:22]=[CH:21][C:20]([O:23][CH3:24])=[CH:19][CH:18]=3)=[N:15][O:16][C:3]=2[C:2]([OH:1])=[C:7]([C:8]([O:10][CH2:11][CH3:12])=[O:9])[N:6]=1)#[N:26] |f:2.3|. Procedure details: Ethyl 7-hydroxy-4-iodo-3-(4-methoxyphenyl)isoxazolo[4,5-c]pyridine-6-carboxylate (390 mg, 0.89 mmol) and CuCN (238 mg, 2.66 mmol) were added to 6 mL of N-methyl-2-pyrrolidone. The resulting suspension was heated in an oil bath (T=110° C.) for 1 h. The reaction mixture was cooled slightly and poured into a vigorously stirring mixture of ammonium hydroxide (100 mL, 30% aqueous solution) and EtOAc (100 mL). The mixture was acidified with concentrated hydrochloric acid to pH 3 and extracted with EtO... The reactants are CC(C)(C)OC(=O)CBr, CN(C)C=O, [Cl-], O=C1CC2(C(=O)N1)C(=O)Nc1ccc(Cl)cc12, [H-], [NH4+], [Na+]. Product: CC(C)(C)OC(=O)CN1C(=O)C2(CC(=O)NC2=O)c2cc(Cl)ccc21. As a reaction SMILES: [Br:20][CH2:21][C:22](=[O:23])[O:24][C:25]([CH3:26])([CH3:27])[CH3:28].[CH3:29][N:30]([CH3:31])[CH:32]=[O:33].[Cl-:34].[Cl:3][c:4]1[cH:5][c:6]2[c:10]([cH:11][cH:12]1)[NH:9][C:8](=[O:13])[C:7]21[C:14](=[O:19])[NH:15][C:16](=[O:18])[CH2:17]1.[H-:1].[NH4+:35].[Na+:2]>>[Cl:3][c:4]1[cH:5][c:6]2[c:10]([cH:11][cH:12]1)[N:9]([CH2:21][C:22](=[O:23])[O:24][C:25]([CH3:26])([CH3:27])[CH3:28])[C:8](=[O:13])[C:7]21[C:14](=[O:19])[NH:15][C:16](=[O:18])[CH2:17]1. Starting materials: C1(CC1)N1C(N(C2=C1C=CC=C2)CCCN2CCC1(C(N(CN1C1=CC=CC=C1)CC=1C=C(C(=O)OC(C)(C)C)C=CC1)=O)CC2)=O (tert-butyl 3-((8-(3-(3-cyclopropyl-2-oxo-2,3-dihydro-1H-benzo[d]imidazol-1-yl)propyl)-4-oxo-1-phenyl-1,3,8-triazaspiro[4.5]decan-3-yl)methyl)benzoate), solution, Cl (HCl). The solvent is O1CCOCC1 (dioxane), C(C)[SiH](CC)CC (triethylsilane). Run at time 3 hour. Yields the product C1(CC1)N1C(N(C2=C1C=CC=C2)CCCN2CCC1(C(N(CN1C1=CC=CC=C1)CC=1C=C(C(=O)O)C=CC1)=O)CC2)=O (3-((8-(3-(3-Cyclopropyl-2-oxo-2,3-dihydro-1H-benzo[d]imidazol-1-yl)propyl)-4-oxo-1-phenyl-1,3,8-triazaspiro[4.5]decan-3-yl)methyl)benzoic acid), hydrochloride salt. Isolated yield 83.0%. Reaction SMILES: [CH:1]1([N:4]2[C:8]3[CH:9]=[CH:10][CH:11]=[CH:12][C:7]=3[N:6]([CH2:13][CH2:14][CH2:15][N:16]3[CH2:46][CH2:45][C:19]4([N:23]([C:24]5[CH:29]=[CH:28][CH:27]=[CH:26][CH:25]=5)[CH2:22][N:21]([CH2:30][C:31]5[CH:32]=[C:33]([CH:41]=[CH:42][CH:43]=5)[C:34]([O:36]C(C)(C)C)=[O:35])[C:20]4=[O:44])[CH2:18][CH2:17]3)[C:5]2=[O:47])[CH2:3][CH2:2]1.Cl>O1CCOCC1.C([SiH](CC)CC)C>[CH:1]1([N:4]2[C:8]3[CH:9]=[CH:10][CH:11]=[CH:12][C:7]=3[N:6]([CH2:13][CH2:14][CH2:15][N:16]3[CH2:46][CH2:45][C:19]4([N:23]([C:24]5[CH:29]=[CH:28][CH:27]=[CH:26][CH:25]=5)[CH2:22][N:21]([CH2:30][C:31]5[CH:32]=[C:33]([CH:41]=[CH:42][CH:43]=5)[C:34]([OH:36])=[O:35])[C:20]4=[O:44])[CH2:18][CH2:17]3)[C:5]2=[O:47])[CH2:2][CH2:3]1. Procedure: To tert-butyl 3-((8-(3-(3-cyclopropyl-2-oxo-2,3-dihydro-1H-benzo[d]imidazol-1-yl)propyl)-4-oxo-1-phenyl-1,3,8-triazaspiro[4.5]decan-3-yl)methyl)benzoate (0.27 g, 0.42 mmol) was added 4M solution of HCl in dioxane (4 mL) and triethylsilane (0.1 mL). After stirring at room temperature for 3 hours, the reaction mixture was concentrated in vacuo and lyophilized in acetonitrile/water (1:1) to obtain the title compound as a hydrochloride salt (0.215 g, 83%); 1H NMR (DMSO-d6): δ 0.88-0.90 (m, 2H), 1.01... Reactants: ClC=1C=C2C(N(C(N(C2=CC1)C)=O)C)(C1=CC=CC=C1)O (6-chloro-3,4-dihydro-4-hydroxy-1,3-dimethyl-4-phenyl-2(1H)-quinazolinone), Cl.NO (hydroxylamine hydrochloride). Solvent: C(C)O (ethanol). The product is ClC=1C=C2C(=[N+](C(N(C2=CC1)C)=O)[O-])C1=CC=CC=C1 (6-chloro-1-methyl-4-phenyl-2-(1H)-quinazolinone 3-oxide). The yield is 61.0%. Reaction SMILES: [Cl:1][C:2]1[CH:3]=[C:4]2[C:9](=[CH:10][CH:11]=1)[N:8]([CH3:12])[C:7](=[O:13])[N:6](C)[C:5]2(O)[C:15]1[CH:20]=[CH:19][CH:18]=[CH:17][CH:16]=1.Cl.N[OH:24]>C(O)C>[Cl:1][C:2]1[CH:3]=[C:4]2[C:9](=[CH:10][CH:11]=1)[N:8]([CH3:12])[C:7](=[O:13])[N+:6]([O-:24])=[C:5]2[C:15]1[CH:20]=[CH:19][CH:18]=[CH:17][CH:16]=1 |f:1.2|. Reported procedure: A stirred mixture of 3.03 g (0.01 mole) of 6-chloro-3,4-dihydro-4-hydroxy-1,3-dimethyl-4-phenyl-2(1H)-quinazolinone and 2.09 g (0.03 mole) of hydroxylamine hydrochloride in 50 ml of ethanol was refluxed for 5 days. The reaction mixture was cooled, and the solid portion was collected on a filter, washed with ethanol, and dried in air to give 1.75 g (61%) of 6-chloro-1-methyl-4-phenyl-2-(1H)-quinazolinone 3-oxide as yellow crystals: mp 289°-291°; 1H nmr (TFA) δ4.22 ppm (s, 3H) and 7.6-8.5 ppm (m, ... Conditions: time 17 hour. RXN SMILES: [C:1]([OH:4])(=[O:3])[CH3:2].ClCCl.[C:8]([O:12][C:13]([NH:15][CH2:16][C:17]1[S:18][C:19]([CH2:22]O)=[CH:20][N:21]=1)=[O:14])([CH3:11])([CH3:10])[CH3:9]>N1C=CC=CC=1>[C:1]([O:4][CH2:22][C:19]1[S:18][C:17]([CH2:16][NH:15][C:13]([O:12][C:8]([CH3:11])([CH3:10])[CH3:9])=[O:14])=[N:21][CH:20]=1)(=[O:3])[CH3:2]. Solvent: N1=CC=CC=C1 (pyridine). Reactants: C(C)(=O)O (acetic acid), ClCCl (dichloromethane), C(C)(C)(C)OC(=O)NCC=1SC(=CN1)CO (2-(N-t-butoxycarbonylamino)methyl-5-hydroxymethylthiazole). Procedure details: A 6 ml portion of anhydrous acetic acid was added to a mixed solution of 10 ml of dichloromethane and 20 ml of pyridine containing 2.17 g of 2-(N-t-butoxycarbonylamino)methyl-5-hydroxymethylthiazole, and the mixture was then allowed to stand at room temperature for 17 hours. Under reduced pressure, the solvent was distilled off, and the resulting residue was dissolved in 120 ml of chloroform. The solution was washed once with water and twice with a 10% saline solution, dried over anhydrous sodiu... Yields the product C(C)(=O)OCC1=CN=C(S1)CNC(=O)OC(C)(C)C (5-acetoxymethyl-2-(N-t-butoxycarbonylamino)methylthiazole). Reactants: N1C(=CC2=CC=CC=C12)C=O (1H-indole-2-carbaldehyde), CN1C(CCC1)CCN (2-(1-methyl-pyrrolidin-2-yl)-ethylamine), [Na] (sodium). Run in ClCCl (Dichloromethane). Product: N1C(=CC2=CC=CC=C12)CNCCC1N(CCC1)C ((1H-Indol-2ylmethyl)-[2-(1-methyl-pyrrolidin-2-yl)-ethyl]-amine). Yield: 58.3%. As a reaction SMILES: [NH:1]1[C:9]2[C:4](=[CH:5][CH:6]=[CH:7][CH:8]=2)[CH:3]=[C:2]1[CH:10]=O.[CH3:12][N:13]1[CH2:17][CH2:16][CH2:15][CH:14]1[CH2:18][CH2:19][NH2:20].[Na]>ClCCl>[NH:1]1[C:9]2[C:4](=[CH:5][CH:6]=[CH:7][CH:8]=2)[CH:3]=[C:2]1[CH2:10][NH:20][CH2:19][CH2:18][CH:14]1[CH2:15][CH2:16][CH2:17][N:13]1[CH3:12] |^1:20|. Reported procedure: Experimental condition analogous to Example 5, from 1H-indole-2-carbaldehyde 0.14 g (2 mmol), 2-(1-methyl-pyrrolidin-2-yl)-ethylamine 0.3 g (2.4 mmol), and sodium triacethoxyborohydride 0.87 g (1.87 mmol), in 20 mL Dichloromethane. The compound was purified using silica gel chromatography elution, ethyl-acetate-methanol-amonium hydroxide: 9-1-0.1 to 8-2-0.2, yield to 0.3 g light brown oil. Starting materials: CCCCCCCCCCOc1cnc(-c2ccc(C#CCCCC(C)O)cc2)nc1, C1CCOC1, [H][H]. The product is CCCCCCCCCCOc1cnc(-c2ccc(CCCCCC(C)O)cc2)nc1. RXN SMILES: [CH2:1]([CH2:2][CH2:3][CH2:4][CH2:5][CH2:6][CH2:7][CH2:8][CH2:9][CH3:10])[O:11][c:12]1[cH:13][n:14][c:15](-[c:18]2[cH:19][cH:20][c:21]([C:24]#[C:25][CH2:26][CH2:27][CH2:28][CH:29]([CH3:30])[OH:31])[cH:22][cH:23]2)[n:16][cH:17]1.[CH2:34]1[O:35][CH2:36][CH2:37][CH2:38]1.[H:32][H:33]>>[CH2:1]([CH2:2][CH2:3][CH2:4][CH2:5][CH2:6][CH2:7][CH2:8][CH2:9][CH3:10])[O:11][c:12]1[cH:13][n:14][c:15](-[c:18]2[cH:19][cH:20][c:21]([CH2:24][CH2:25][CH2:26][CH2:27][CH2:28][CH:29]([CH3:30])[OH:31])[cH:22][cH:23]2)[n:16][cH:17]1. The yield is 38.3%. Conditions: time 3 hour. Run in CN(C)C=O (DMF), O (water), CCOC(=O)C (EtOAc). Starting materials: Compound L, OC1=CN=C(C=C1C=O)OC (5-hydroxy-2-methoxyisonicotinaldehyde), BrCC1=C(COCC1)C1=CC=NN1C(C)C (5-(4-(bromomethyl)-5,6-dihydro-2H-pyran-3-yl)-1-isopropyl-1H-pyrazole), C(=O)([O-])[O-].[K+].[K+] (K2CO3). As a reaction SMILES: Br[CH2:2][C:3]1[CH2:8][CH2:7][O:6][CH2:5][C:4]=1[C:9]1[N:13]([CH:14]([CH3:16])[CH3:15])[N:12]=[CH:11][CH:10]=1.[OH:17][C:18]1[C:23]([CH:24]=[O:25])=[CH:22][C:21]([O:26][CH3:27])=[N:20][CH:19]=1.C([O-])([O-])=O.[K+].[K+]>CN(C=O)C.O.CCOC(C)=O>[CH:14]([N:13]1[C:9]([C:4]2[CH2:5][O:6][CH2:7][CH2:8][C:3]=2[CH2:2][O:17][C:18]2[C:23]([CH:24]=[O:25])=[CH:22][C:21]([O:26][CH3:27])=[N:20][CH:19]=2)=[CH:10][CH:11]=[N:12]1)([CH3:16])[CH3:15] |f:2.3.4|. Procedure: To a solution of 5-(4-(bromomethyl)-5,6-dihydro-2H-pyran-3-yl)-1-isopropyl-1H-pyrazole (50 mg, 0.19 mmol) (see the synthesis of Compound L) and 5-hydroxy-2-methoxyisonicotinaldehyde (30 mg, 0.23 mmol) in DMF (1 mL) was added K2CO3 (50 mg, 0.38 mmol). After stirred at room temperature for 3 h, it was diluted with water and EtOAc, organic layer was separated, and the aqueous layer was extracted with EtOAc, organic layer was combined, washed with brine, dried and concentrated to give crude product,... Yields the product C(C)(C)N1N=CC=C1C1=C(CCOC1)COC1=CN=C(C=C1C=O)OC (5-((5-(1-isopropyl-1H-pyrazol-5-yl)-3,6-dihydro-2H-pyran-4-yl)methoxy)-2-methoxyisonicotinaldehyde). Reactants: (1S)-2,3,4,6-Tetra-0-acetyl-1,5-anhydro-1-[5-(1-benzothiophene-2-ylmethyl)-2-(cyclopentyloxy)phenyl]-D-glucitol, CO (methanol), C[O-].[Na+] (Sodium methoxide). Conditions: time 3 hour. Product: C([C@H](O)[C@@H](O)[C@H](O)[C@H](O)CO)O (glucitol). As a reaction SMILES: [CH3:1][O-:2].[Na+].[CH3:4][OH:5]>>[CH2:4]([OH:5])[C@@H:1]([C@H:4]([C@@H:1]([C@@H:4]([CH2:1][OH:2])[OH:5])[OH:2])[OH:5])[OH:2] |f:0.1|. Procedure details: (1S)-2,3,4,6-Tetra-0-acetyl-1,5-anhydro-1-[5-(1-benzothiophene-2-ylmethyl)-2-(cyclopentyloxy)phenyl]-D-glucitol (381 mg) was dissolved in methanol (10 ml). Sodium methoxide (32 mg) was added to the solution, and the mixture was stirred for three hours at room temperature. The reaction mixture was neutralized with acid ion-exchange resin, and the resin was separated by filtration. The filtrate was concentrated, and the resulting residue was purified by silica gel column chromatography (chloroform...